From a dataset of the Open Reaction Database (ORD), a public repository of structured organic reaction records. describe an organic reaction: reactants, conditions, products, and yield Starting materials: N1C=NC=C1 (Imidazole), C(Br)(Br)(Br)Br (carbon tetrabromide), C1(=CC=CC=C1)P(C1=CC=CC=C1)C1=CC=CC=C1 (triphenylphosphine), COC=1C=C(C=CC1N1C=NC(=C1)C)/C=C/C(=O)NNC(CCCC(C1=CC=CC=C1)=O)=O (5-oxo-5-phenylpentanoic acid N′-{(E)-3-[3-methoxy-4-(4-methyl-1H-imidazol-1-yl)phenyl]acryloyl}hydrazide). Solvent: C(Cl)Cl (methylene chloride). Run at time 12 hour. Product: COC=1C=C(C=CC1N1C=NC(=C1)C)/C=C/C1=NN=C(O1)CC=CC(=O)C1=CC=CC=C1 (4-{5-{(E)-2-[3-methoxy-4-(4-methyl-1H-imidazol-1-yl)phenyl]vinyl}[1,3,4]oxadiazol-2-yl}-1-phenylbuten-1-one). The yield is 85.0%. As a reaction SMILES: N1C=CN=C1.C(Br)(Br)(Br)Br.C1(P(C2C=CC=CC=2)C2C=CC=CC=2)C=CC=CC=1.[CH3:30][O:31][C:32]1[CH:33]=[C:34](/[CH:44]=[CH:45]/[C:46]([NH:48][NH:49][C:50](=[O:62])[CH2:51][CH2:52][CH2:53][C:54](=[O:61])[C:55]2[CH:60]=[CH:59][CH:58]=[CH:57][CH:56]=2)=O)[CH:35]=[CH:36][C:37]=1[N:38]1[CH:42]=[C:41]([CH3:43])[N:40]=[CH:39]1>C(Cl)Cl>[CH3:30][O:31][C:32]1[CH:33]=[C:34](/[CH:44]=[CH:45]/[C:46]2[O:62][C:50]([CH2:51][CH:52]=[CH:53][C:54]([C:55]3[CH:60]=[CH:59][CH:58]=[CH:57][CH:56]=3)=[O:61])=[N:49][N:48]=2)[CH:35]=[CH:36][C:37]=1[N:38]1[CH:42]=[C:41]([CH3:43])[N:40]=[CH:39]1. Reported procedure: IPEA (2.5 mL) was added to a suspension of (E)-3-[3-methoxy-4-(4-methyl-1H-imidazol-1-yl)phenyl]acrylic acid hydrazide (500 mg) in methylene chloride (12 mL) at room temperature, and the reaction solution was stirred at room temperature for 10 minutes. 4-benzoylbutyric acid (334 mg) and BOPCl (442 mg) were added to the reaction solution at room temperature, and the reaction solution was stirred at room temperature for four hours. A saturated sodium bicarbonate solution was added to the reaction ... The reactants are CC(C)(C)OC(=O)N(CC#Cc1cc(C(=O)NCC23CC4CC(CC(C4)C2)C3)c(Cl)cn1)CCCOC1CCCCO1, [H][H], [Rh]. Yields the product CC(C)(C)OC(=O)N(CCCOC1CCCCO1)CCCc1cc(C(=O)NCC23CC4CC(CC(C4)C2)C3)c(Cl)cn1. Reaction SMILES: [C:1]12([CH2:11][NH:12][C:13](=[O:14])[c:15]3[cH:16][c:17]([C:22]#[C:23][CH2:24][N:25]([C:26]([O:27][C:28]([CH3:29])([CH3:30])[CH3:31])=[O:32])[CH2:33][CH2:34][CH2:35][O:36][CH:37]4[O:38][CH2:39][CH2:40][CH2:41][CH2:42]4)[n:18][cH:19][c:20]3[Cl:21])[CH2:2][CH:3]3[CH2:4][CH:5]([CH2:6][CH:7]([CH2:8]1)[CH2:9]3)[CH2:10]2.[H:43][H:44].[Rh:45]>>[C:1]12([CH2:11][NH:12][C:13](=[O:14])[c:15]3[cH:16][c:17]([CH2:22][CH2:23][CH2:24][N:25]([C:26]([O:27][C:28]([CH3:29])([CH3:30])[CH3:31])=[O:32])[CH2:33][CH2:34][CH2:35][O:36][CH:37]4[O:38][CH2:39][CH2:40][CH2:41][CH2:42]4)[n:18][cH:19][c:20]3[Cl:21])[CH2:2][CH:3]3[CH2:4][CH:5]([CH2:6][CH:7]([CH2:8]1)[CH2:9]3)[CH2:10]2.